Dataset: the Open Reaction Database (ORD), a public repository of structured organic reaction records. Task: describe an organic reaction: reactants, conditions, products, and yield Reactants: OC=1C=CC2=C(SC(=C2C(=O)OC)C)C1 (methyl 6-hydroxy-2-methylbenzo[b]thiophene-3-carboxylate), ClC1=C2C(=NC=C1)C=C(S2)C(=O)N2[C@@H](CCC2)COC (7-chloro-2-[(S)-2-(methoxymethyl)pyrrolidine-1-carbonyl]thieno[3,2-b]pyridine), CS2CO3. The product is COC[C@H]1N(CCC1)C(=O)C1=CC2=NC=CC(=C2S1)OC=1C=CC2=C(SC(=C2C(=O)OC)C)C1 (Methyl 6-[(2-{[(2S)-2-(methoxymethyl)pyrrolidin-1-yl]carbonyl}thieno[3,2-b]pyridin-7-yl)oxy]-2-methylbenzo[b]thiophene-3-carboxylate). Isolated yield 40.0%. Reaction SMILES: [OH:1][C:2]1[CH:3]=[CH:4][C:5]2[C:9]([C:10]([O:12][CH3:13])=[O:11])=[C:8]([CH3:14])[S:7][C:6]=2[CH:15]=1.Cl[C:17]1[CH:22]=[CH:21][N:20]=[C:19]2[CH:23]=[C:24]([C:26]([N:28]3[CH2:32][CH2:31][CH2:30][C@H:29]3[CH2:33][O:34][CH3:35])=[O:27])[S:25][C:18]=12>>[CH3:35][O:34][CH2:33][C@@H:29]1[CH2:30][CH2:31][CH2:32][N:28]1[C:26]([C:24]1[S:25][C:18]2[C:19](=[N:20][CH:21]=[CH:22][C:17]=2[O:1][C:2]2[CH:3]=[CH:4][C:5]3[C:9]([C:10]([O:12][CH3:13])=[O:11])=[C:8]([CH3:14])[S:7][C:6]=3[CH:15]=2)[CH:23]=1)=[O:27]. Procedure details: This material was prepared from the reaction of methyl 6-hydroxy-2-methylbenzo[b]thiophene-3-carboxylate 11a (85.8 mg, 0.386 mmole) with 7-chloro-2-{[(2S)-2-(methoxymethyl)pyrrolidin-1-yl]carbonyl}thieno[3,2-b]pyridine 2a (100 mg, 0.322 mmole) and CS2CO3 (524 mg, 1.61 mmole) in a manner similar to that previously described for example 1 to give a brown solid (64 mg,40%). 1H NMR (DMSO-d6, 300 MHz) δ8.70 (1H, d, J=4.90 Hz), 8.51 (1H, d, J=9.04 Hz), 8.15 (1H, s), 8.14 (1H, s), 7.54 (1H, dd, J=2.17,... Starting materials: CN(C)C1CCNC1, N#Cc1ccc(-c2ccc(OCCCCl)c(F)c2)cc1. As a reaction SMILES: [CH3:21][N:22]([CH:23]1[CH2:24][NH:25][CH2:26][CH2:27]1)[CH3:28].[Cl:1][CH2:2][CH2:3][CH2:4][O:5][c:6]1[c:7]([F:20])[cH:8][c:9](-[c:12]2[cH:13][cH:14][c:15]([C:18]#[N:19])[cH:16][cH:17]2)[cH:10][cH:11]1>>[CH2:2]([CH2:3][CH2:4][O:5][c:6]1[c:7]([F:20])[cH:8][c:9](-[c:12]2[cH:13][cH:14][c:15]([C:18]#[N:19])[cH:16][cH:17]2)[cH:10][cH:11]1)[N:25]1[CH2:24][CH:23]([N:22]([CH3:21])[CH3:28])[CH2:27][CH2:26]1. Yields the product CN(C)C1CCN(CCCOc2ccc(-c3ccc(C#N)cc3)cc2F)C1. RXN SMILES: [Br:1][C:2]1[CH:3]=[CH:4][C:5]2[C:11](=[O:12])[CH2:10][C:9]3[CH:13]=[CH:14][CH:15]=[CH:16][C:8]=3[S:7][C:6]=2[CH:17]=1.[BH4-].[Na+]>CN(C=O)C>[Br:1][C:2]1[CH:3]=[CH:4][C:5]2[CH:11]([OH:12])[CH2:10][C:9]3[CH:13]=[CH:14][CH:15]=[CH:16][C:8]=3[S:7][C:6]=2[CH:17]=1 |f:1.2|. Starting materials: BrC=1C=CC2=C(SC3=C(CC2=O)C=CC=C3)C1 (3-bromo-10,11-dihydro-11-oxodibenzo[b,f]thiepin), alcohol, [BH4-].[Na+] (sodium borohydride). The solvent is CN(C)C=O (DMF). Conditions: time 8 hour. Procedure details: 17 G. of 3-bromo-10,11-dihydro-11-oxodibenzo[b,f]thiepin (0.056 mole) are dissolved in a mixture of 150 cc. DMF and 150 cc absolute alcohol. 1.7 G. sodium borohydride (0.045 mole) are added and the mixture is left stirring overnight at room temperature. The ethanol is evaporated and the residual DMF solution is diluted with water and extracted with ether three times. The ether extracts are washed several times with water, dried and evaporated to a thick oil. A quantitative yield of the alcohol i... Product: BrC=1C=CC2=C(SC3=C(CC2O)C=CC=C3)C1 (3-Bromo-10,11-dihydro-11-hydroxydibenzo[b,f]thiepin). Starting materials: ClC1=C(C=CC=C1)C1=NC2=C(C=CC=C2C=C1C(CC=C)O)C (1-(2-(2-chlorophenyl)-8-methylquinolin-3-yl)but-3-en-1-ol), [H-].[Na+] (sodium hydride), oil, ClC=1C2=C(N=CN1)NC=C2 (4-chloro-7H-pyrrolo[2,3-d]pyrimidine), N12CCN(CC1)CC2 (1,4-diazabicyclo[2.2.2]octane). Run in O (water), CS(=O)C (DMSO), CS(=O)C (DMSO). Conditions: time 5 hour. Product: N1=CN=C(C2=C1NC=C2)OC(CC=C)C=2C(=NC1=C(C=CC=C1C2)C)C2=C(C=CC=C2)Cl (3-(1-(7H-pyrrolo[2,3-d]pyrimidin-4-yloxy)but-3-enyl)-2-(2-chlorophenyl)-8-methyl-quinoline). As a reaction SMILES: Cl[C:2]1[C:3]2[CH:10]=[CH:9][NH:8][C:4]=2[N:5]=[CH:6][N:7]=1.N12CCN(CC1)CC2.[Cl:19][C:20]1[CH:25]=[CH:24][CH:23]=[CH:22][C:21]=1[C:26]1[C:35]([CH:36]([OH:40])[CH2:37][CH:38]=[CH2:39])=[CH:34][C:33]2[C:28](=[C:29]([CH3:41])[CH:30]=[CH:31][CH:32]=2)[N:27]=1.[H-].[Na+]>CS(C)=O.O>[N:5]1[C:4]2[NH:8][CH:9]=[CH:10][C:3]=2[C:2]([O:40][CH:36]([C:35]2[C:26]([C:21]3[CH:22]=[CH:23][CH:24]=[CH:25][C:20]=3[Cl:19])=[N:27][C:28]3[C:33]([CH:34]=2)=[CH:32][CH:31]=[CH:30][C:29]=3[CH3:41])[CH2:37][CH:38]=[CH2:39])=[N:7][CH:6]=1 |f:3.4|. Reported procedure: Prepared according to procedure L. A mixture of 4-chloro-7H-pyrrolo[2,3-d]pyrimidine (474 mg, 3.1 mmol) and 1,4-diazabicyclo[2.2.2]octane (694 mg, 6.2 mmol) in anhydrous DMSO (4.5 mL) was stirred at rt for 5 h and then added via cannula to a mixture of 1-(2-(2-chlorophenyl)-8-methylquinolin-3-yl)but-3-en-1-ol (500 mg, 1.5 mmol) and sodium hydride, 60% dispersion in mineral oil (180 mg, 4.5 mmol) in DMSO (3 mL) that had been stirred for 30 min at rt and 30 min at 50° C. prior to the addition. The... Starting materials: Cl.N1[C@H](C(=O)N2CCCC2)CSC1 (1-L-thioprolylpyrrolidine hydrochloride), C1[C@@H](CCC2=CC=CC=C12)CC(=O)O ((R)-(+)-1,2,3,4-tetrahydronaphthalen-2-ylacetic acid), Cl.N1[C@@H](C(=O)N2CCCC2)CSC1 (1-D-thioprolylpyrrolidine hydrochloride), C1C(CC2=CC=CC=C12)CCC(=O)O (3-(indan-2-yl)propionic acid). Product: C1[C@@H](CCC2=CC=CC=C12)CC(=O)C1[C@@H](NCS1)C(=O)N1CCCC1 (1-{3-[(R)-(+)-1,2,3,4-tetrahydronaphthalen-2-ylacetyl]-D-thioprolyl}pyrrolidine). The yield is 59.0%. RXN SMILES: [CH2:1]1[C:10]2[C:5](=[CH:6][CH:7]=[CH:8][CH:9]=2)[CH2:4][CH2:3][C@H:2]1[CH2:11][C:12]([OH:14])=O.Cl.[NH:16]1[CH2:27][S:26][CH2:25][C@@H:17]1[C:18]([N:20]1[CH2:24][CH2:23][CH2:22][CH2:21]1)=[O:19].C1C2C(=CC=CC=2)CC1CCC(O)=O.Cl.N1CSC[C@H]1C(N1CCCC1)=O>>[CH2:1]1[C:10]2[C:5](=[CH:6][CH:7]=[CH:8][CH:9]=2)[CH2:4][CH2:3][C@H:2]1[CH2:11][C:12]([CH:25]1[S:26][CH2:27][NH:16][C@H:17]1[C:18]([N:20]1[CH2:21][CH2:22][CH2:23][CH2:24]1)=[O:19])=[O:14] |f:1.2,4.5|. Procedure details: Colorless crystals of 1-{3-[(R)-(+)-1,2,3,4-tetrahydronaphthalen-2-ylacetyl]-D-thioprolyl}pyrrolidine were prepared in the same manner as in Example 25, except that (R)-(+)-1,2,3,4-tetrahydronaphthalen-2-ylacetic acid and 1-D-thioprolylpyrrolidine hydrochloride were used instead of 3-(indan-2-yl)propionic acid and 1-L-thioprolylpyrrolidine hydrochloride, respectively (yield: 59%). The reactants are C=O (paraformaldehyde), C(C1=CC=CC=C1)(=O)[C@H]1C(N(C(C1)CC1=CC=C(C=C1)C1=CC=CC=C1)\C=C\C1=CC=CC=C1)=O ((S)-3-Benzoyl-5-biphenyl-4-ylmethyl-1-((E)-styryl)-pyrrolidin-2-one), CCN(C(C)C)C(C)C (iPr2NEt), [O-]S(=O)(=O)[O-].[Mg+2] (MgSO4), Cl (HCl). Solvent: O1CCCC1 (tetrahydrofuran), C1(=CC=CC=C1)C (toluene). Yields the product C1(=CC=C(C=C1)C[C@@H]1CC(C(N1\C=C\C1=CC=CC=C1)=O)=C)C1=CC=CC=C1 ((R)-5-biphenyl-4-ylmethyl-3-methylene-1-((E)-styryl)-pyrrolidin-2-one). RXN SMILES: [C:1]([C@@H:9]1[CH2:13][CH:12]([CH2:14][C:15]2[CH:20]=[CH:19][C:18]([C:21]3[CH:26]=[CH:25][CH:24]=[CH:23][CH:22]=3)=[CH:17][CH:16]=2)[N:11](/[CH:27]=[CH:28]/[C:29]2[CH:34]=[CH:33][CH:32]=[CH:31][CH:30]=2)[C:10]1=[O:35])(=O)C1C=CC=CC=1.CCN(C(C)C)C(C)C.[O-]S([O-])(=O)=O.[Mg+2].C=O.Cl>O1CCCC1.C1(C)C=CC=CC=1>[C:18]1([C:21]2[CH:22]=[CH:23][CH:24]=[CH:25][CH:26]=2)[CH:17]=[CH:16][C:15]([CH2:14][C@H:12]2[N:11](/[CH:27]=[CH:28]/[C:29]3[CH:30]=[CH:31][CH:32]=[CH:33][CH:34]=3)[C:10](=[O:35])[C:9](=[CH2:1])[CH2:13]2)=[CH:20][CH:19]=1 |f:2.3|. Procedure: (S)-3-Benzoyl-5-biphenyl-4-ylmethyl-1-((E)-styryl)-pyrrolidin-2-one (4a, R1=styryl, R4=phenyl) (1.0 g, 2.2 mmol) is dissolved in 5 mL of anhydrous tetrahydrofuran, add iPr2NEt (370 mg, 2.8 mmol) anhydrous Lithium chloride (49 mg, 1.1 mmol) and anhydrous MgSO4 (260 mg, 2.2 mmol), reflux for 30 min under nitrogen atmosphere, then add paraformaldehyde (80 mg, 2.7 mmol), reflux for 2 h under nitrogen atmosphere. The reaction mixture is cooled to room temperature, add 20 mL of toluene and 10 mL of 5%...